Dataset: the Open Reaction Database (ORD), a public repository of structured organic reaction records. Task: describe an organic reaction: reactants, conditions, products, and yield The reactants are COC(C(C(=O)OC)CC=1C(=NC(=CC1OC(CC)CC)C)NC1=C(C=C(C=C1C)C)C)=O (2-[4-(1-ethyl-propoxy)-6-methyl-2-(2,4,6-trimethyl-phenylamino)-pyridin-3-ylmethyl]-malonic acid dimethyl ester), O (water). Product: C(C)C(CC)OC1=C(C(=NC(=C1)C)NC1=C(C=C(C=C1C)C)C)C(C(=O)O)C (4-(1-Ethyl-propoxy)-6-methyl-2-(2,4,6-trimethyl-phenylamino)-pyridin-3-yl-propionic acid). Reaction SMILES: COC(=O)C(C[C:10]1[C:11]([NH:23][C:24]2[C:29]([CH3:30])=[CH:28][C:27]([CH3:31])=[CH:26][C:25]=2[CH3:32])=[N:12][C:13]([CH3:22])=[CH:14][C:15]=1[O:16][CH:17]([CH2:20][CH3:21])[CH2:18][CH3:19])C(OC)=O.[OH2:34]>>[CH2:18]([CH:17]([O:16][C:15]1[CH:14]=[C:13]([CH3:22])[N:12]=[C:11]([NH:23][C:24]2[C:29]([CH3:30])=[CH:28][C:27]([CH3:31])=[CH:26][C:25]=2[CH3:32])[C:10]=1[CH:10]([CH3:11])[C:15]([OH:16])=[O:34])[CH2:20][CH3:21])[CH3:19]. Reported procedure: Hydrolysis of 2-[4-(1-ethyl-propoxy)-6-methyl-2-(2,4,6-trimethyl-phenylamino)-pyridin-3-ylmethyl]-malonic acid dimethyl ester with phosphoic/water at reflux to give the title compound as a white foam. Anal. For C23H32N2O3. ¾H2O calc.: C, 69.40; H, 8.48; N, 7.04; found: C, 69.17; H, 8.62; N, 6.90. RXN SMILES: [BH4-].[Na+].[Br:3][C:4]1[CH:5]=[C:6]([CH:9]=[C:10]([Br:12])[CH:11]=1)[CH:7]=[O:8].Cl>CO>[Br:3][C:4]1[CH:5]=[C:6]([CH:9]=[C:10]([Br:12])[CH:11]=1)[CH2:7][OH:8] |f:0.1|. Solvent: CO (methanol). Product: BrC=1C=C(CO)C=C(C1)Br (3,5-Dibromobenzyl alcohol). Reported procedure: Sodium borohydride (0.75 g) was added portionwise to a stirred suspension of 3,5-dibromobenzaldehyde (10.46 g) in methanol (50 ml) at 0° C. The mixture was stirred at 0° C. for 30 minutes, allowed to warm to room temperature and then its pH was adjusted to 2 using concentrated hydrochloric acid. Evaporation under vacuum provided a residue which was partitioned between ethyl acetate and water. The organic phase was washed with water, dried(MgSO4), then evaporated under vacuum to furnish the title... Reactants: [BH4-].[Na+] (Sodium borohydride), BrC=1C=C(C=O)C=C(C1)Br (3,5-dibromobenzaldehyde), Cl (hydrochloric acid). Isolated yield 94.9%. Reaction conditions: temperature 0 celsius, time 30 minute. Reactants: CCS(=O)(=O)N1CCC(c2c[nH]c3c(C(N)=O)cc(Br)cc23)CC1, COCCCNCc1ccc(B(O)O)s1, [K+], [K+], O=C([O-])[O-], c1ccc(P(c2ccccc2)(c2ccccc2)[Pd](P(c2ccccc2)(c2ccccc2)c2ccccc2)(P(c2ccccc2)(c2ccccc2)c2ccccc2)P(c2ccccc2)(c2ccccc2)c2ccccc2)cc1. Yields the product CCS(=O)(=O)N1CCC(c2c[nH]c3c(C(N)=O)cc(-c4ccc(CNCCCOC)s4)cc23)CC1. Reaction SMILES: [Br:16][c:17]1[cH:18][c:19]2[c:20]([CH:29]3[CH2:30][CH2:31][N:32]([S:35](=[O:36])(=[O:37])[CH2:38][CH3:39])[CH2:33][CH2:34]3)[cH:21][nH:22][c:23]2[c:24]([C:26](=[O:27])[NH2:28])[cH:25]1.[CH3:1][O:2][CH2:3][CH2:4][CH2:5][NH:6][CH2:7][c:8]1[cH:9][cH:10][c:11]([B:13]([OH:14])[OH:15])[s:12]1.[K+:40].[K+:41].[O-:42][C:43]([O-:44])=[O:45].[cH:46]1[cH:47][cH:48][c:49]([P:50]([Pd:51]([P:52]([c:53]2[cH:54][cH:55][cH:56][cH:57][cH:58]2)([c:59]2[cH:60][cH:61][cH:62][cH:63][cH:64]2)[c:65]2[cH:66][cH:67][cH:68][cH:69][cH:70]2)([P:71]([c:72]2[cH:73][cH:74][cH:75][cH:76][cH:77]2)([c:78]2[cH:79][cH:80][cH:81][cH:82][cH:83]2)[c:84]2[cH:85][cH:86][cH:87][cH:88][cH:89]2)[P:90]([c:91]2[cH:92][cH:93][cH:94][cH:95][cH:96]2)([c:97]2[cH:98][cH:99][cH:100][cH:101][cH:102]2)[c:103]2[cH:104][cH:105][cH:106][cH:107][cH:108]2)([c:109]2[cH:110][cH:111][cH:112][cH:113][cH:114]2)[c:115]2[cH:116][cH:117][cH:118][cH:119][cH:120]2)[cH:121][cH:122]1>>[CH3:1][O:2][CH2:3][CH2:4][CH2:5][NH:6][CH2:7][c:8]1[cH:9][cH:10][c:11](-[c:17]2[cH:18][c:19]3[c:20]([CH:29]4[CH2:30][CH2:31][N:32]([S:35](=[O:36])(=[O:37])[CH2:38][CH3:39])[CH2:33][CH2:34]4)[cH:21][nH:22][c:23]3[c:24]([C:26](=[O:27])[NH2:28])[cH:25]2)[s:12]1. The reactants are C(C)N(C(C(=O)[O-])=O)C=1C(=C(C2=C(C(CO2)C2=CC=C(C=C2)C(C)C)C1C)C)C (ethyl(3-(4-isopropylphenyl)-4,6,7-trimethyl-2,3-dihydro-1-benzofuran-5-yl)oxamate), C(C)(C)(C)[Mg]Cl (tert-butylmagnesium chloride). Solvent: C1CCOC1 (THF). Reaction conditions: time 30 minute. Yields the product OC(C(=O)NC=1C(=C(C2=C(C(CO2)C2=CC=C(C=C2)C(C)C)C1C)C)C)C(C)(C)C (2-Hydroxy-N-(3-(4-isopropylphenyl)-4,6,7-trimethyl-2,3-dihydro-1-benzofuran-5-yl)-3,3-dimethylbutanamide). Isolated yield 37.6%. RXN SMILES: C([N:3]([C:9]1[C:10]([CH3:29])=[C:11]([CH3:28])[C:12]2[O:16][CH2:15][CH:14]([C:17]3[CH:22]=[CH:21][C:20]([CH:23]([CH3:25])[CH3:24])=[CH:19][CH:18]=3)[C:13]=2[C:26]=1[CH3:27])[C:4](=[O:8])[C:5]([O-])=[O:6])C.[C:30]([Mg]Cl)([CH3:33])([CH3:32])[CH3:31]>C1COCC1>[OH:6][CH:5]([C:30]([CH3:33])([CH3:32])[CH3:31])[C:4]([NH:3][C:9]1[C:10]([CH3:29])=[C:11]([CH3:28])[C:12]2[O:16][CH2:15][CH:14]([C:17]3[CH:18]=[CH:19][C:20]([CH:23]([CH3:25])[CH3:24])=[CH:21][CH:22]=3)[C:13]=2[C:26]=1[CH3:27])=[O:8]. Procedure details: To a solution of ethyl(3-(4-isopropylphenyl)-4,6,7-trimethyl-2,3-dihydro-1-benzofuran-5-yl)oxamate (500 mg, 1.26 mmol) obtained in Example 15 in THF (10 mL) was added dropwise at 0° C. under an argon atmosphere tert-butylmagnesium chloride (2.0 M THF solution, 1.9 mL, 3.78 mmol) and the mixture was stirred for 30 minutes. After the reaction solution was warmed to room temperature and was stirred at the same temperature for 1 hour, the reaction solution was added to ice and the product was extrac... Reactants: C(C)OC(=O)CN1C(=O)C2C3C=C(C(C2C1=O)C3=C(C3=CC=CC=C3)C3=NC=CC=C3)C(C3=CC=CC=C3)(C3=NC=CC=C3)O (N-Ethoxycarbonylmethyl-5-(α-hydroxy-α-2-pyridylbenzyl)-7-(α-2-pyridylbenzylidene)-5-norbornene-2,3-dicarboximide), C(C(C)(C)C)(=O)OCCl (Chloromethyl Pivalate), C([O-])([O-])=O.[K+].[K+] (potassium carbonate). Procedure: A similar procedure (Hursthouse, M. B.; Khan, A.; Marson, C. M.; Porter, R. A. Tetrahedron Lett 1995, 36, 33, 5979-5982) to that described for the preparation of 207 was followed using NRB (200 mg, 0.39 mmol) in dimethylformamide (2 mL), chloromethyl pivalate (41) (59 mg, 0.39 mmol) in dimethylformamide (0.5 mL), and potassium carbonate (54 mg, 0.39 mmol). Purification by flash chromatography (hexane/ethyl acetate 1:1) afforded 8 as a colourless solid (118 mg, 0.19 mmol, 48%). mp 95-98° C.; 1H N... RXN SMILES: C(OC(C[N:7]1[C:16](=[O:17])[CH:15]2[CH:10]([CH:11]3[C:18](=[C:19]([C:26]4[CH:31]=[CH:30][CH:29]=[CH:28][N:27]=4)[C:20]4[CH:25]=[CH:24][CH:23]=[CH:22][CH:21]=4)[CH:14]2[C:13]([C:32]([OH:45])([C:39]2[CH:44]=[CH:43][CH:42]=[CH:41][N:40]=2)[C:33]2[CH:38]=[CH:37][CH:36]=[CH:35][CH:34]=2)=[CH:12]3)[C:8]1=[O:9])=O)C.[C:46]([O:52][CH2:53]Cl)(=[O:51])[C:47]([CH3:50])([CH3:49])[CH3:48].C(=O)([O-])[O-].[K+].[K+]>CN(C)C=O>[OH:45][C:32]([C:13]1[CH:14]2[C:18](=[C:19]([C:26]3[CH:31]=[CH:30][CH:29]=[CH:28][N:27]=3)[C:20]3[CH:21]=[CH:22][CH:23]=[CH:24][CH:25]=3)[CH:11]([CH:12]=1)[CH:10]1[C:8]([N:7]([CH2:53][O:52][C:46](=[O:51])[C:47]([CH3:50])([CH3:49])[CH3:48])[C:16](=[O:17])[CH:15]21)=[O:9])([C:39]1[CH:44]=[CH:43][CH:42]=[CH:41][N:40]=1)[C:33]1[CH:38]=[CH:37][CH:36]=[CH:35][CH:34]=1 |f:2.3.4|. Yield: 48.0%. Yields the product OC(C1=CC=CC=C1)(C1=NC=CC=C1)C=1C2C3C(C(C1)C2=C(C2=CC=CC=C2)C2=NC=CC=C2)C(=O)N(C3=O)COC(C(C)(C)C)=O (5-(α-Hydroxy-α-2-pyridylbenzyl)-N-pivaloyloxymethyl-7-(α-2-pyridylbenzylidene)-5-norbornene-2,3-dicarboximide). Solvent: CN(C=O)C (dimethylformamide), CN(C=O)C (dimethylformamide). Starting materials: ClC(Cl)Cl, S=C(Cl)Cl, [Na+], [OH-], O, O=C(Sc1cc(Cl)c(Cl)cc1Cl)c1ccc(O)cc1. Product: O=C(Sc1cc(Cl)c(Cl)cc1Cl)c1ccc(OC(=S)Cl)cc1. RXN SMILES: [CH:26]([Cl:27])([Cl:28])[Cl:29].[Cl:22][C:23]([Cl:24])=[S:25].[Na+:21].[OH-:20].[OH2:30].[OH:1][c:2]1[cH:3][cH:4][c:5]([C:6](=[O:7])[S:8][c:9]2[c:10]([Cl:17])[cH:11][c:12]([Cl:16])[c:13]([Cl:15])[cH:14]2)[cH:18][cH:19]1>>[O:1]([c:2]1[cH:3][cH:4][c:5]([C:6](=[O:7])[S:8][c:9]2[c:10]([Cl:17])[cH:11][c:12]([Cl:16])[c:13]([Cl:15])[cH:14]2)[cH:18][cH:19]1)[C:23]([Cl:22])=[S:25]. The reactants are CCc1c(Cl)nn2ccnc2c1Br, CC(C)(C)[O-], [K+], Nc1ccccc1, CN(C)C=O. Product: CCc1c(Cl)nn2ccnc2c1Nc1ccccc1. As a reaction SMILES: [Br:1][c:2]1[c:3]2[n:4]([n:5][c:6]([Cl:10])[c:7]1[CH2:8][CH3:9])[cH:11][cH:12][n:13]2.[CH3:21][C:22]([CH3:23])([O-:24])[CH3:25].[K+:26].[NH2:14][c:15]1[cH:16][cH:17][cH:18][cH:19][cH:20]1.[O:27]=[CH:28][N:29]([CH3:30])[CH3:31]>>[c:2]1([NH:14][c:15]2[cH:16][cH:17][cH:18][cH:19][cH:20]2)[c:3]2[n:4]([n:5][c:6]([Cl:10])[c:7]1[CH2:8][CH3:9])[cH:11][cH:12][n:13]2. Starting materials: BrCC1=CC(NC2=CC=C(C=C12)C1=C(C=CC=C1)OC)(C)C (4-bromomethyl-6-(2-methoxyphenyl)-2,2-dimethyl-1,2-dihydroquinoline), CN(C)C=O (DMF), [N-]=[N+]=[N-].[Na+] (NaN3). Solvent: CCOC(=O)C (EtOAc), O (water). Reaction conditions: time 48 hour. Product: N(=[N+]=[N-])CC1=CC(NC2=CC=C(C=C12)C1=C(C=CC=C1)OC)(C)C (4-azidomethyl-6-(2-methoxyphenyl)-2,2-dimethyl-1,2-dihydroquinoline). The yield is 156.9%. Reaction SMILES: Br[CH2:2][C:3]1[C:12]2[C:7](=[CH:8][CH:9]=[C:10]([C:13]3[CH:18]=[CH:17][CH:16]=[CH:15][C:14]=3[O:19][CH3:20])[CH:11]=2)[NH:6][C:5]([CH3:22])([CH3:21])[CH:4]=1.CN(C=O)C.[N-:28]=[N+:29]=[N-:30].[Na+]>CCOC(C)=O.O>[N:28]([CH2:2][C:3]1[C:12]2[C:7](=[CH:8][CH:9]=[C:10]([C:13]3[CH:18]=[CH:17][CH:16]=[CH:15][C:14]=3[O:19][CH3:20])[CH:11]=2)[NH:6][C:5]([CH3:22])([CH3:21])[CH:4]=1)=[N+:29]=[N-:30] |f:2.3|. Procedure details: To a round bottom flask equipped with a stir bar was added 4-bromomethyl-6-(2-methoxyphenyl)-2,2-dimethyl-1,2-dihydroquinoline (see Example 1) (0.36 mmol), DMF (3.6 mL), and NaN3 (0.54 mmol, 1.5 equiv). The reaction was stirred 48 hours under argon, then diluted with EtOAc and water, separated, and the aqueous phase was extracted with EtOAc. The combined organics were washed with water. The water was back-extracted with EtOAc and the combined organics were washed with brine and concentrated in v... Starting materials: OC1=CC=C(C=C1)N1C(/C(/C(C1=O)=C(C)C)=C(\C(C)C)/C1=C(OC(=C1)C)C)=O (N-(4-hydroxyphenyl)-2-[(E)-1-(2,5-dimethyl-3-furyl)isobutylidene]-3-isopropylidenesuccinimide), C(C=C)(=O)Cl (acryloyl chloride). The solvent is ClCCl (dichloromethane), C(C)N(CC)CC (triethylamine). Reaction conditions: time 30 minute. Yields the product C(C=C)(=O)OC1=CC=C(C=C1)N1C(/C(/C(C1=O)=C(C)C)=C(\C(C)C)/C1=C(OC(=C1)C)C)=O (N-(4-acryloyloxyphenyl)-2-[(E)-1-(2,5-dimethyl-3-furyl) isobutylidene]-3-isopropylidenesuccinimide). Yield: 60.0%. As a reaction SMILES: [OH:1][C:2]1[CH:7]=[CH:6][C:5]([N:8]2[C:12](=[O:13])[C:11](=[C:14]([CH3:16])[CH3:15])/[C:10](=[C:17](\[C:21]3[CH:25]=[C:24]([CH3:26])[O:23][C:22]=3[CH3:27])/[CH:18]([CH3:20])[CH3:19])/[C:9]2=[O:28])=[CH:4][CH:3]=1.[C:29](Cl)(=[O:32])[CH:30]=[CH2:31]>ClCCl.C(N(CC)CC)C>[C:29]([O:1][C:2]1[CH:7]=[CH:6][C:5]([N:8]2[C:12](=[O:13])[C:11](=[C:14]([CH3:16])[CH3:15])/[C:10](=[C:17](\[C:21]3[CH:25]=[C:24]([CH3:26])[O:23][C:22]=3[CH3:27])/[CH:18]([CH3:20])[CH3:19])/[C:9]2=[O:28])=[CH:4][CH:3]=1)(=[O:32])[CH:30]=[CH2:31]. Procedure details: To a solution obtained by dissolving 1.13 g of n-(4-hydroxyphenyl)-2-[(E)-1-(2,5-dimethyl-3-furyl)isobutylidene]-3-isopropylidenesuccinimide obtained in Example 18 in 30 ml of dichloromethane, 0.62 ml of triethylamine, followed by dropwise addition of 0.36 ml of acryloyl chloride in 10 minutes. The reaction was carried out at room temperature for additional 30 minutes with stirring. After the reaction, the reaction solution was well washed with water, dried over anhydrous magnesium sulfate, and ... Starting materials: COC(=O)C=1C=CC2=C(C(C(O2)\C=C/2\CC(C(=O)O)=CC=C2)=O)C1 (Z-3-[(2,3-Dihydro-5-methoxycarbonyl-3-oxo-2-benzofuranyl)methylene]benzoic acid). Reagents/catalysts: [Pd] (palladium on carbon). The solvent is C(C)(=O)O (acetic acid). Product: COC(=O)C=1C=CC2=C(C(C(O2)CC=2C=C(C(=O)O)C=CC2)=O)C1 (3-[(2,3-Dihydro-5-methoxycarbonyl-3-oxo-2-benzofuranyl)methyl]benzoic acid). Reaction SMILES: [CH3:1][O:2][C:3]([C:5]1[CH:6]=[CH:7][C:8]2[O:12][CH:11](/[CH:13]=[C:14]3/[CH2:15][C:16](=[CH:20][CH:21]=[CH:22]/3)[C:17]([OH:19])=[O:18])[C:10](=[O:23])[C:9]=2[CH:24]=1)=[O:4]>C(O)(=O)C.[Pd]>[CH3:1][O:2][C:3]([C:5]1[CH:6]=[CH:7][C:8]2[O:12][CH:11]([CH2:13][C:14]3[CH:15]=[C:16]([CH:20]=[CH:21][CH:22]=3)[C:17]([OH:19])=[O:18])[C:10](=[O:23])[C:9]=2[CH:24]=1)=[O:4]. Procedure details: The product from (a) (1 g) was suspended in glacial acetic acid (100 ml) and hydrogenated at 60 p.s.i. in the presence of 10% palladium on carbon (100 mg). After 1 hour the catalyst was filtered off and the colourless filtrate evaporated in vacuo to give a light straw coloured oil which crystallised on standing. Recrystallisation from ethyl acetate/petrol gave the required product as off-white crystals, m.p. 140°-143° C.